This data is from the Open Reaction Database (ORD), a public repository of structured organic reaction records. The task is: describe an organic reaction: reactants, conditions, products, and yield The reactants are CC(=O)O, O, N#CC(=C(O)C1CCN(Cc2ccccc2)CC1)c1ccccc1, O=S(=O)(O)O. The product is O=C(Cc1ccccc1)C1CCN(Cc2ccccc2)CC1. Reaction SMILES: [CH3:31][C:32](=[O:33])[OH:34].[OH2:1].[OH:7][C:8](=[C:9]([C:10]#[N:11])[c:12]1[cH:13][cH:14][cH:15][cH:16][cH:17]1)[CH:18]1[CH2:19][CH2:20][N:21]([CH2:24][c:25]2[cH:26][cH:27][cH:28][cH:29][cH:30]2)[CH2:22][CH2:23]1.[S:2](=[O:3])(=[O:4])([OH:5])[OH:6]>>[O:7]=[C:8]([CH2:9][c:12]1[cH:13][cH:14][cH:15][cH:16][cH:17]1)[CH:18]1[CH2:19][CH2:20][N:21]([CH2:24][c:25]2[cH:26][cH:27][cH:28][cH:29][cH:30]2)[CH2:22][CH2:23]1. Starting materials: C1(CCCCC1)N(S(=O)(=O)C1=CC(=CC=C1)CO)COCC[Si](C)(C)C (N-cyclohexyl-3-(hydroxymethyl)-N-({2-(trimethylsilyl)ethoxy}-methyl)benzenesulfonamide), [H-].[Na+] (sodium hydride), CS(=O)(=O)OCCOCCCCCCN1C(O[C@@H](C1)C1=CC2=C(OC(OC2)(C)C)C=C1)=O (2-({6-[(5R)-5-(2,2-dimethyl-4H-1,3-benzodioxin-6-yl)-2-oxo-1,3-oxazolidin-3-yl]hexyl}oxy)ethyl methanesulfonate), P(=O)([O-])([O-])[O-] (Phosphate). The solvent is CN(C)C=O (DMF), CN(C)C=O (DMF), O (water). Reaction conditions: time 15 minute. Yields the product C1(CCCCC1)N(S(=O)(=O)C1=CC(=CC=C1)COCCOCCCCCCN1C(O[C@@H](C1)C1=CC2=C(OC(OC2)(C)C)C=C1)=O)COCC[Si](C)(C)C (N-Cyclohexyl-3-({2-({6-[(5R)-5-(2,2-dimethyl-4H-1,3-benzodioxin-6-yl)-2-oxo-1,3-oxazolidin-3-yl]hexyl}oxy)ethoxy}methyl)-N-({2-(trimethylsilyl)ethoxy}methyl)-benzenesulfonamide). Isolated yield 80.6%. Reaction SMILES: [CH:1]1([N:7]([CH2:19][O:20][CH2:21][CH2:22][Si:23]([CH3:26])([CH3:25])[CH3:24])[S:8]([C:11]2[CH:16]=[CH:15][CH:14]=[C:13]([CH2:17][OH:18])[CH:12]=2)(=[O:10])=[O:9])[CH2:6][CH2:5][CH2:4][CH2:3][CH2:2]1.[H-].[Na+].CS(O[CH2:34][CH2:35][O:36][CH2:37][CH2:38][CH2:39][CH2:40][CH2:41][CH2:42][N:43]1[CH2:47][C@@H:46]([C:48]2[CH:59]=[CH:58][C:51]3[O:52][C:53]([CH3:57])([CH3:56])[O:54][CH2:55][C:50]=3[CH:49]=2)[O:45][C:44]1=[O:60])(=O)=O.P([O-])([O-])([O-])=O>CN(C=O)C.O>[CH:1]1([N:7]([CH2:19][O:20][CH2:21][CH2:22][Si:23]([CH3:26])([CH3:25])[CH3:24])[S:8]([C:11]2[CH:16]=[CH:15][CH:14]=[C:13]([CH2:17][O:18][CH2:34][CH2:35][O:36][CH2:37][CH2:38][CH2:39][CH2:40][CH2:41][CH2:42][N:43]3[CH2:47][C@@H:46]([C:48]4[CH:59]=[CH:58][C:51]5[O:52][C:53]([CH3:56])([CH3:57])[O:54][CH2:55][C:50]=5[CH:49]=4)[O:45][C:44]3=[O:60])[CH:12]=2)(=[O:10])=[O:9])[CH2:2][CH2:3][CH2:4][CH2:5][CH2:6]1 |f:1.2|. Procedure details: A solution of N-cyclohexyl-3-(hydroxymethyl)-N-({2-(trimethylsilyl)ethoxy}-methyl)benzenesulfonamide (508 mg) in DMF (8 ml) under nitrogen at 20° was treated with sodium hydride (60% dispersion in mineral oil, 58 mg) and the mixture was stirred 15 min. A solution of 2-({6-[(5R)-5-(2,2-dimethyl-4H-1,3-benzodioxin-6-yl)-2-oxo-1,3-oxazolidin-3-yl]hexyl}oxy)ethyl methanesulfonate (400 mg) in DMF (2 ml) was added and the mixture was stirred at 20° for 72 h. Phosphate buffer solution (pH 6.5, 10 ml) a... Starting materials: FC1=CC(=C(C=C1)C=1OC(=NN1)C=1C(=NOC1C)C1=CC=CC=C1)OC (2-(4-fluoro-2-methoxy-phenyl)-5-(5-methyl-3-phenyl-isoxazol-4-yl)-[1,3,4]oxadiazole), Cl.CNC (dimethylamine hydrochloride), C(C)(C)N(C(C)C)CC (N,N-diisopropylethylamine). The product is COC=1C=C(C=CC1C=1OC(=NN1)C=1C(=NOC1C)C1=CC=CC=C1)N(C)C ({3-Methoxy-4-[5-(5-methyl-3-phenyl-isoxazol-4-yl)-[1,3,4]oxadiazol-2-yl]-phenyl}-dimethyl-amine). The yield is 3.7%. Reaction SMILES: F[C:2]1[CH:7]=[CH:6][C:5]([C:8]2[O:9][C:10]([C:13]3[C:14]([C:19]4[CH:24]=[CH:23][CH:22]=[CH:21][CH:20]=4)=[N:15][O:16][C:17]=3[CH3:18])=[N:11][N:12]=2)=[C:4]([O:25][CH3:26])[CH:3]=1.Cl.[CH3:28][NH:29][CH3:30].C(N(CC)C(C)C)(C)C>>[CH3:26][O:25][C:4]1[CH:3]=[C:2]([N:29]([CH3:30])[CH3:28])[CH:7]=[CH:6][C:5]=1[C:8]1[O:9][C:10]([C:13]2[C:14]([C:19]3[CH:24]=[CH:23][CH:22]=[CH:21][CH:20]=3)=[N:15][O:16][C:17]=2[CH3:18])=[N:11][N:12]=1 |f:1.2|. Reported procedure: As described for example 26, 2-(4-fluoro-2-methoxy-phenyl)-5-(5-methyl-3-phenyl-isoxazol-4-yl)-[1,3,4]oxadiazole (200 mg, 0.57 mmol) was converted using dimethylamine hydrochloride (232 mg, 2.85 mmol) and N,N-diisopropylethylamine (294 mg, 2.28 mmol) instead of thiomorpholine to the title compound (SiO2, heptane:ethyl acetate:dichloromethane=70:10:20 to 40:40:20, 8 mg, 4%) which was obtained as a light brown solid. MS: m/e=377.3 [M+H]+. Starting materials: ClC1=CC=C(C=C1)C(C1=CNC2=C(C(=CC=C12)F)CSC)C1CC1 (3-[(4-Chlorophenyl)(cyclopropyl)methyl]-6-fluoro-7-[(methylsulfanyl)methyl]-1H-indole), ClC1=CC=C(C=C1)C(C)(C1CC1)C1=CNC2=C(C=CC=C12)CS(=O)(=O)C (3-[1-(4-Chlorophenyl)-1-cyclopropylethyl]-7-[(methylsulfonyl)methyl]-1H-indole). The product is ClC1=CC=C(C=C1)C(C1=CNC2=C(C(=CC=C12)F)CS(=O)(=O)C)C1CC1 (3-[(4-Chlorophenyl)(cyclopropyl)methyl]-6-fluoro-7-[(methylsulfonyl)methyl]-1H-indole). As a reaction SMILES: ClC1C=CC(C(C2CC2)C2C3C(=C(CSC)C([F:18])=CC=3)NC=2)=CC=1.[Cl:25][C:26]1[CH:31]=[CH:30][C:29]([C:32]([C:37]2[C:45]3[C:40](=[C:41]([CH2:46][S:47]([CH3:50])(=[O:49])=[O:48])[CH:42]=[CH:43][CH:44]=3)[NH:39][CH:38]=2)([CH:34]2[CH2:36][CH2:35]2)C)=[CH:28][CH:27]=1>>[Cl:25][C:26]1[CH:31]=[CH:30][C:29]([CH:32]([CH:34]2[CH2:36][CH2:35]2)[C:37]2[C:45]3[C:40](=[C:41]([CH2:46][S:47]([CH3:50])(=[O:49])=[O:48])[C:42]([F:18])=[CH:43][CH:44]=3)[NH:39][CH:38]=2)=[CH:28][CH:27]=1. Reported procedure: The title compound was prepared starting from 238 mg (0.66 mmol) of the compound from Example 234 in analogy to the synthesis of the compound from Example 209. 144 mg (55% of theory) of the target compound were obtained.